From a dataset of the Open Reaction Database (ORD), a public repository of structured organic reaction records. describe an organic reaction: reactants, conditions, products, and yield Reactants: CCO, COC(=O)c1cc(NS(=O)(=O)CCCCCl)c2nc[nH]c2c1. Product: COC(=O)c1cc(N2CCCCS2(=O)=O)c2nc[nH]c2c1. As a reaction SMILES: [CH3:23][CH2:24][OH:25].[Cl:1][CH2:2][CH2:3][CH2:4][CH2:5][S:6](=[O:7])(=[O:8])[NH:9][c:10]1[cH:11][c:12]([C:19](=[O:20])[O:21][CH3:22])[cH:13][c:14]2[nH:15][cH:16][n:17][c:18]12>>[CH2:2]1[CH2:3][CH2:4][CH2:5][S:6](=[O:7])(=[O:8])[N:9]1[c:10]1[cH:11][c:12]([C:19](=[O:20])[O:21][CH3:22])[cH:13][c:14]2[nH:15][cH:16][n:17][c:18]12. Isolated yield 102.4%. RXN SMILES: [CH3:1][C:2]1[NH:3][C:4]([CH:34](OCC)[O:35]CC)=[C:5]([C:29]([O:31][CH2:32][CH3:33])=[O:30])[CH:6]([C:20]2[CH:25]=[CH:24][CH:23]=[CH:22][C:21]=2[N+:26]([O-:28])=[O:27])[C:7]=1[C:8]([O:10][CH2:11][CH2:12][O:13][C:14]1[CH:19]=[CH:18][CH:17]=[CH:16][CH:15]=1)=[O:9]>CC(C)=O.Cl>[CH3:1][C:2]1[NH:3][C:4]([CH:34]=[O:35])=[C:5]([C:29]([O:31][CH2:32][CH3:33])=[O:30])[CH:6]([C:20]2[CH:25]=[CH:24][CH:23]=[CH:22][C:21]=2[N+:26]([O-:28])=[O:27])[C:7]=1[C:8]([O:10][CH2:11][CH2:12][O:13][C:14]1[CH:19]=[CH:18][CH:17]=[CH:16][CH:15]=1)=[O:9]. Procedure: Starting from a mixture of 2-phenoxyethyl 2-methyl-4-(2-nitrophenyl)-5-ethoxycarbonyl-6-diethoxymethyl-1,4-dihydropyridine-3-carboxylate (1.24 g) in acetone (12 ml) and 6N hydrochloric acid (1.2 ml) was obtained an oil (1.1 g) of 2-phenoxyethyl 2-methyl-4-(2-nitrophenyl)-5-ethoxycarbonyl-6-formyl-1,4-dihydropyridine-3-carboxylate, in a substantially similar manner to that of Example 2-6). The reactants are CC=1NC(=C(C(C1C(=O)OCCOC1=CC=CC=C1)C1=C(C=CC=C1)[N+](=O)[O-])C(=O)OCC)C(OCC)OCC (2-phenoxyethyl 2-methyl-4-(2-nitrophenyl)-5-ethoxycarbonyl-6-diethoxymethyl-1,4-dihydropyridine-3-carboxylate). Product: CC=1NC(=C(C(C1C(=O)OCCOC1=CC=CC=C1)C1=C(C=CC=C1)[N+](=O)[O-])C(=O)OCC)C=O (2-phenoxyethyl 2-methyl-4-(2-nitrophenyl)-5-ethoxycarbonyl-6-formyl-1,4-dihydropyridine-3-carboxylate). The solvent is CC(=O)C (acetone), Cl (hydrochloric acid).